This data is from the Open Reaction Database (ORD), a public repository of structured organic reaction records. The task is: describe an organic reaction: reactants, conditions, products, and yield Reactants: NC1=C(C=C(C=C1)OC)[N+](=O)[O-] (4-Amino-3-nitroanisole), O=CC(C)=C (methacrolein). Product: COC=1C=C2C=C(C=NC2=C(C1)[N+](=O)[O-])C (6-methoxy-3-methyl-8-nitroquinoline). Yield: 50.0%. RXN SMILES: [NH2:1][C:2]1[CH:7]=[CH:6][C:5]([O:8][CH3:9])=[CH:4][C:3]=1[N+:10]([O-:12])=[O:11].O=[CH:14][C:15](=[CH2:17])[CH3:16]>>[CH3:9][O:8][C:5]1[CH:6]=[C:7]2[C:2](=[C:3]([N+:10]([O-:12])=[O:11])[CH:4]=1)[N:1]=[CH:16][C:15]([CH3:17])=[CH:14]2. Procedure: 4-Amino-3-nitroanisole was subjected to a Skraup reaction with 90% methacrolein at 110° to afford a 50% yield of 6-methoxy-3-methyl-8-nitroquinoline. The compound crystallized from ethyl acetate as a yellow solid, mp 173°-175°. Starting materials: COc1cc2cnc(N3CCC(Nc4ccc(C(=O)OC(C)(C)C)cc4)CC3)nc2cc1OC, O=C(O)C(F)(F)F. The product is COc1cc2cnc(N3CCC(Nc4ccc(C(=O)O)cc4)CC3)nc2cc1OC. As a reaction SMILES: [C:1]([CH3:2])([CH3:3])([CH3:4])[O:5][C:6]([c:7]1[cH:8][cH:9][c:10]([NH:13][CH:14]2[CH2:15][CH2:16][N:17]([c:20]3[n:21][c:22]4[cH:23][c:24]([O:32][CH3:33])[c:25]([O:30][CH3:31])[cH:26][c:27]4[cH:28][n:29]3)[CH2:18][CH2:19]2)[cH:11][cH:12]1)=[O:34].[OH:35][C:36]([C:37]([F:38])([F:39])[F:40])=[O:41]>>[O:5]=[C:6]([c:7]1[cH:8][cH:9][c:10]([NH:13][CH:14]2[CH2:15][CH2:16][N:17]([c:20]3[n:21][c:22]4[cH:23][c:24]([O:32][CH3:33])[c:25]([O:30][CH3:31])[cH:26][c:27]4[cH:28][n:29]3)[CH2:18][CH2:19]2)[cH:11][cH:12]1)[OH:34]. As a reaction SMILES: [C:1]([O:2][C:3](=[O:4])[NH:8][C:9]([CH2:10][c:11]1[cH:12][cH:13][cH:14][cH:15][cH:16]1)([CH3:17])[c:18]1[n:19][n:20][c:21](-[c:23]2[cH:24][c:25]([N:35]([S:36](=[O:37])(=[O:38])[CH3:39])[CH3:40])[cH:26][c:27]([CH2:29][O:30][CH:31]3[CH2:32][CH2:33][CH2:34]3)[cH:28]2)[o:22]1)([CH3:5])([CH3:6])[CH3:7].[Cl:48][CH2:49][Cl:50].[F:41][C:42]([C:43](=[O:44])[OH:45])([F:46])[F:47]>>[F:41][C:42]([C:43](=[O:44])[OH:45])([F:46])[F:47].[NH2:8][C:9]([CH2:10][c:11]1[cH:12][cH:13][cH:14][cH:15][cH:16]1)([CH3:17])[c:18]1[n:19][n:20][c:21](-[c:23]2[cH:24][c:25]([N:35]([S:36](=[O:37])(=[O:38])[CH3:39])[CH3:40])[cH:26][c:27]([CH2:29][O:30][CH:31]3[CH2:32][CH2:33][CH2:34]3)[cH:28]2)[o:22]1. Yields the product O=C(O)C(F)(F)F, CN(c1cc(COC2CCC2)cc(-c2nnc(C(C)(N)Cc3ccccc3)o2)c1)S(C)(=O)=O. Reactants: CN(c1cc(COC2CCC2)cc(-c2nnc(C(C)(Cc3ccccc3)NC(=O)OC(C)(C)C)o2)c1)S(C)(=O)=O, ClCCl, O=C(O)C(F)(F)F. Reactants: [Al+3], BrBr, CC1Cc2ccsc2C1=O, [Cl-], [Cl-], [Cl-], ClC(Cl)Cl. Product: CC1Cc2c(Br)csc2C1=O. Reaction SMILES: [Al+3:2].[Br:15][Br:16].[CH3:5][CH:6]1[CH2:7][c:8]2[c:9]([s:10][cH:11][cH:12]2)[C:13]1=[O:14].[Cl-:1].[Cl-:3].[Cl-:4].[Cl:17][CH:18]([Cl:19])[Cl:20]>>[CH3:5][CH:6]1[CH2:7][c:8]2[c:9]([s:10][cH:11][c:12]2[Br:15])[C:13]1=[O:14]. Procedure: To a solution of 2-(4-chloro-2-fluoro-5-carboxymethylthiophenyl)-4,5,6,7-tetrahydro-2H-isoindole-1,3-dione (1.2 g) and ethanol (1.0 g) in toluene (20 ml), there was added a small amount of p-toluenesulfonic acid, and the mixture was refluxed for 3 hours. Water was added to the reaction mixture. The toluene layer was separated, dried and concentrated. The residue was purified by silica gel chromatography to give 0.1 g of 2-(4-chloro-2-fluoro-5-ethoxycarbonylmethylthiophenyl-4,5,6,7-tetrahydro-2H-... The solvent is C1(=CC=CC=C1)C (toluene). RXN SMILES: [Cl:1][C:2]1[C:3]([N:12]2[C:20](=[O:21])[C:19]3[CH2:18][CH2:17][CH2:16][CH2:15][C:14]=3[C:13]2=[O:22])=[C:4]([F:11])[S:5][C:6]=1[CH2:7][C:8]([OH:10])=[O:9].[CH2:23](O)[CH3:24].C1(C)C=CC(S(O)(=O)=O)=CC=1.O>C1(C)C=CC=CC=1>[Cl:1][C:2]1[C:3]([N:12]2[C:13](=[O:22])[C:14]3[CH2:15][CH2:16][CH2:17][CH2:18][C:19]=3[C:20]2=[O:21])=[C:4]([F:11])[S:5][C:6]=1[CH2:7][C:8]([O:10][CH2:23][CH3:24])=[O:9]. Product: ClC=1C(=C(SC1CC(=O)OCC)F)N1C(C=2CCCCC2C1=O)=O (4-chloro-2-fluoro-5-ethoxycarbonylmethylthiophenyl-4,5,6,7-tetrahydro-2H-isoindole-1,3-dione). The reactants are O (Water), ClC=1C(=C(SC1CC(=O)O)F)N1C(C=2CCCCC2C1=O)=O (2-(4-chloro-2-fluoro-5-carboxymethylthiophenyl)-4,5,6,7-tetrahydro-2H-isoindole-1,3-dione), C(C)O (ethanol), C1(=CC=C(C=C1)S(=O)(=O)O)C (p-toluenesulfonic acid). Reactants: NC=1SC=CN1 (2-Aminothiazole), C(C)OC=C(C(=O)OCC)C(=O)OCC (diethyl ethoxymethylenemalonate). The product is C(=O)(OCC)C(=CNC=1SC=CN1)C(=O)OCC (2-(2,2-Dicarbethoxyethenylamino)thiazole). RXN SMILES: [NH2:1][C:2]1[S:3][CH:4]=[CH:5][N:6]=1.C(O[CH:10]=[C:11]([C:17]([O:19][CH2:20][CH3:21])=[O:18])[C:12]([O:14][CH2:15][CH3:16])=[O:13])C>>[C:17]([C:11]([C:12]([O:14][CH2:15][CH3:16])=[O:13])=[CH:10][NH:1][C:2]1[S:3][CH:4]=[CH:5][N:6]=1)([O:19][CH2:20][CH3:21])=[O:18]. Reported procedure: 2-Aminothiazole (10.0 g., 0.10 mole) and diethyl ethoxymethylenemalonate (23.8 g., 0.11 mole) were combined and heated on a steam bath for 1.25 hours. The reaction mixture was cooled and the resulting semisolid recrystallized from hexane to yield purified 2-(2,2-dicarbethoxyethenyl)thiazole (17.2 g. in two crops, Rf 0.6 on silica gel thin layer chromatography with chloroform/1% ethanol as eluant). Starting materials: C(=O)NC(C(=O)OCC)(C(=O)OCC)CC(=C)C (diethyl (formylamino)-(2-methyl-2-propenyl)-propanedioate), C(=O)NCC(=O)NC(C(=O)OC)CC=C (methyl 2-[(N-formylglycyl)-amino]-2-(2-propenyl)ethanoate). Solvent: C(Cl)Cl.CO (methylene chloride methanol). RXN SMILES: C([NH:3][C:4](CC(C)=C)(C(OCC)=O)[C:5]([O:7][CH2:8][CH3:9])=[O:6])=O.[CH:19]([NH:21][CH2:22][C:23]([NH:25][CH:26]([CH2:31][CH:32]=[CH2:33])[C:27]([O:29][CH3:30])=[O:28])=[O:24])=[O:20]>C(Cl)Cl.CO>[NH2:3][CH:4]([C:5]([O:7][CH2:8][CH3:9])=[O:6])[CH2:33][CH:32]=[CH:31][CH:26]([NH:25][C:23](=[O:24])[CH2:22][NH:21][CH:19]=[O:20])[C:27]([O:29][CH3:30])=[O:28] |f:2.3|. The product is NC(CC=CC(C(=O)OC)NC(CNC=O)=O)C(=O)OCC (7-ethyl 1-methyl 6-amino-2-[(N-formylglycyl)amino]-3-heptenedioate). Procedure: Using the procedure of preparation B of Example 1, diethyl (formylamino)-(2-methyl-2-propenyl)-propanedioate in Step 2 was replaced by methyl 2-[(N-formylglycyl)-amino]-2-(2-propenyl)ethanoate to obtain the expected product with an Rf=0.2 in a methylene chloride/methanol (9:1) mixture. Starting materials: NC1=CC=C(C=C1)C(F)(F)F (4-amino-benzotrifluoride), C#N (hydrogen cyanide), C(C(C)C)=O (isobutyraldehyde). Run in O (water), O (water). The product is CC(C(C#N)NC1=CC=C(C=C1)C(F)(F)F)C (3-methyl-2-(4-trifluoromethylphenylamino)butyronitrile). Isolated yield 83.0%. RXN SMILES: [NH2:1][C:2]1[CH:7]=[CH:6][C:5]([C:8]([F:11])([F:10])[F:9])=[CH:4][CH:3]=1.[CH:12]#[N:13].[CH:14](=O)[CH:15]([CH3:17])[CH3:16]>O>[CH3:16][CH:15]([CH3:17])[CH:14]([NH:1][C:2]1[CH:7]=[CH:6][C:5]([C:8]([F:9])([F:10])[F:11])=[CH:4][CH:3]=1)[C:12]#[N:13]. Reported procedure: To 17.7 g (110 mmol) of 4-amino-benzotrifluoride at 10° was added 3.5 g (130 mmol) of hydrogen cyanide. This solution was placed in a -15° dry ice-isopropyl alcohol bath. Pure isobutyraldehyde (7.9 g, 110 mmol) was added dropwise to the solution, maintaining a solution temperature of 15°-16°. The initial reaction mixture contained no water, and the water produced in the reaction did not exceed 6.8 wt. % of the reaction mixture. The ice bath was removed and the mixture was heated briefly to 48° a... Starting materials: Cl (hydrochloric acid), [H-].[Al+3].[Li+].[H-].[H-].[H-] (lithium aluminum hydride), CC1(CC=C(CC1C)C)C(CC)=O (1-(1,4,6-trimethylcyclohex-3-en-1-yl)propan-1-one), [H][H] (hydrogen). The solvent is C(C)OCC (diethyl ether), O (water). Yields the product CC1(CC=C(CC1C)C)C(CC)O (1-(1,4,6-trimethylcyclohex-3-en-1-yl)propan-1-ol). RXN SMILES: [H-].[Al+3].[Li+].[H-].[H-].[H-].[CH3:7][C:8]1([C:16](=[O:19])[CH2:17][CH3:18])[CH:13]([CH3:14])[CH2:12][C:11]([CH3:15])=[CH:10][CH2:9]1.[H][H].Cl>C(OCC)C.O>[CH3:7][C:8]1([CH:16]([OH:19])[CH2:17][CH3:18])[CH:13]([CH3:14])[CH2:12][C:11]([CH3:15])=[CH:10][CH2:9]1 |f:0.1.2.3.4.5|. Reported procedure: A solution of 0.075 moles (2.85 g) lithium aluminum hydride in 150 ml absolute diethyl ether was put in a 250-ml 3-necked flask with a magnetic stirrer, high-power condenser, dropping funnel and internal thermometer. 0.2 moles (36 g) 1-(1,4,6-trimethylcyclohex-3-en-1-yl)propan-1-one (as per Example 4) was added dropwise to this solution with cooling. Then heating with refluxing was carried out for an hour, followed by cooling, and water was added to the reaction mixture until hydrogen evolution ...